From a dataset of the Open Reaction Database (ORD), a public repository of structured organic reaction records. describe an organic reaction: reactants, conditions, products, and yield The solvent is C1(=CC=CC=C1)C (toluene). Procedure details: In 250 ml of toluene were dissolved 30 g (0.22 mmole) of 2-hydroxy acetophenone and 33.8(0.29 mmole) of pyruvic aldehyde dimethyl acetal; and, 6.3 ml (0.09 mmole) of pyridine was added thereto. After stirring at room temperature 30 minutes, the reactants were heated to reflux for 5 hours using Dean-Stark apparatus. The solvent was removed under reduced pressure and 100 ml of 2N HCl aqueous solution was added. The resultant solution was stirred for 1 hour at room temperature, extracted with ethyl... Run at time 30 minute. RXN SMILES: O[CH2:2][C:3]([C:5]1[CH:10]=[CH:9][CH:8]=[CH:7][CH:6]=1)=[O:4].[CH3:11][C:12]([CH:14]([O:17][CH3:18])[O:15][CH3:16])=[O:13].N1C=CC=CC=1>C1(C)C=CC=CC=1>[CH3:16][O:15][CH:14]([O:17][CH3:18])[C:12]1([CH3:11])[CH2:2][C:3](=[O:4])[C:5]2[CH:6]=[CH:7][CH:8]=[CH:9][C:10]=2[O:13]1. Reactants: OCC(=O)C1=CC=CC=C1 (2-hydroxy acetophenone), 33.8, CC(=O)C(OC)OC (pyruvic aldehyde dimethyl acetal), N1=CC=CC=C1 (pyridine). The yield is 75.0%. The product is COC(C1(OC2=C(C(C1)=O)C=CC=C2)C)OC (2-dimethoxymethyl-2-methyl-4-oxo-3,4-dihydro-2H-1-benzopyran).